Dataset: the Open Reaction Database (ORD), a public repository of structured organic reaction records. Task: describe an organic reaction: reactants, conditions, products, and yield Starting materials: CCCCCC(Br)c1ccc(CC(C)C)cc1, CCOC(C)=O, CCN(C(C)C)C(C)C, ClCCl, CCOC(=O)CCCn1cc(C(=O)c2cccc(N)c2)c2ccccc21, O. The product is CCCCCC(Nc1cccc(C(=O)c2cn(CCCC(=O)OCC)c3ccccc23)c1)c1ccc(CC(C)C)cc1. RXN SMILES: [Br:27][CH:28]([CH2:29][CH2:30][CH2:31][CH2:32][CH3:33])[c:34]1[cH:35][cH:36][c:37]([CH2:40][CH:41]([CH3:42])[CH3:43])[cH:38][cH:39]1.[CH3:53][CH2:54][O:55][C:56](=[O:57])[CH3:58].[CH:44]([N:45]([CH:46]([CH3:47])[CH3:48])[CH2:49][CH3:50])([CH3:51])[CH3:52].[Cl:59][CH2:60][Cl:61].[NH2:1][c:2]1[cH:3][c:4]([C:5](=[O:6])[c:7]2[cH:8][n:9]([CH2:16][CH2:17][CH2:18][C:19](=[O:20])[O:21][CH2:22][CH3:23])[c:10]3[cH:11][cH:12][cH:13][cH:14][c:15]23)[cH:24][cH:25][cH:26]1.[OH2:62]>>[NH:1]([c:2]1[cH:3][c:4]([C:5](=[O:6])[c:7]2[cH:8][n:9]([CH2:16][CH2:17][CH2:18][C:19](=[O:20])[O:21][CH2:22][CH3:23])[c:10]3[cH:11][cH:12][cH:13][cH:14][c:15]23)[cH:24][cH:25][cH:26]1)[CH:28]([CH2:29][CH2:30][CH2:31][CH2:32][CH3:33])[c:34]1[cH:35][cH:36][c:37]([CH2:40][CH:41]([CH3:42])[CH3:43])[cH:38][cH:39]1. The reactants are [N+](=O)([O-])[O-].[NH4+].[Ce+4].[N+](=O)([O-])[O-].[N+](=O)([O-])[O-].[N+](=O)([O-])[O-].[N+](=O)([O-])[O-] (cerium(IV) ammonium nitrate), COC1=CC=C(CN2C([C@@H]([C@H]2OC(C)=O)[C@@H](C)OC(=O)OCC=C)=O)C=C1 ((3R,4R)-1-(p-methoxybenzyl)-3-[(1R)-1-allyloxycarbonyloxyethyl]-4-acetoxy-2-azetidinone). The solvent is O (water), C(C)#N (acetonitrile). Reaction conditions: time 2 hour. Yields the product C(C=C)OC(=O)O[C@H](C)[C@H]1C(N[C@@H]1OC(C)=O)=O ((3R,4R)-3-[(1R)-1-allyloxycarbonyloxyethyl]-4-acetoxy-2-azetidinone). As a reaction SMILES: [N+]([O-])([O-])=O.[NH4+].[Ce+4].[N+]([O-])([O-])=O.[N+]([O-])([O-])=O.[N+]([O-])([O-])=O.[N+]([O-])([O-])=O.COC1C=CC(C[N:30]2[C@H:33]([O:34][C:35](=[O:37])[CH3:36])[C@@H:32]([C@H:38]([O:40][C:41]([O:43][CH2:44][CH:45]=[CH2:46])=[O:42])[CH3:39])[C:31]2=[O:47])=CC=1>O.C(#N)C>[CH2:44]([O:43][C:41]([O:40][C@@H:38]([C@@H:32]1[C@@H:33]([O:34][C:35](=[O:37])[CH3:36])[NH:30][C:31]1=[O:47])[CH3:39])=[O:42])[CH:45]=[CH2:46] |f:0.1.2.3.4.5.6|. Reported procedure: At 10°, a solution of 5.37 g of cerium(IV) ammonium nitrate in 15 ml of water is added to a solution of 900 mg (1.18 mmol) of (3R,4R)-1-(p-methoxybenzyl)-3-[(1R)-1-allyloxycarbonyloxyethyl]-4-acetoxy-2-azetidinone in 30 ml of acetonitrile, and the whole is stirred for two hours at room temperature. After extraction with ethyl acetate, washing with saturated NaHCO3 solution, drying of the organic phase over sodium sulphate and concentration by evaporation under reduced pressure, the crude title c...